Task: describe an organic reaction: reactants, conditions, products, and yield. Dataset: the Open Reaction Database (ORD), a public repository of structured organic reaction records The reactants are CC(C)S, Cl, O=N[O-], Nc1ccc(O)cc1, [Na+], [Na+], [OH-], O, Oc1ccccc1. Product: CC(C)Sc1ccc(O)cc1. RXN SMILES: [CH3:23][CH:24]([CH3:25])[SH:26].[ClH:13].[N:1]([O-:2])=[O:3].[NH2:5][c:6]1[cH:7][cH:8][c:9]([OH:12])[cH:10][cH:11]1.[Na+:22].[Na+:4].[OH-:21].[OH2:27].[OH:14][c:15]1[cH:16][cH:17][cH:18][cH:19][cH:20]1>>[c:6]1([S:26][CH:24]([CH3:23])[CH3:25])[cH:7][cH:8][c:9]([OH:12])[cH:10][cH:11]1. As a reaction SMILES: [C:1]1(=[O:7])[O:6][C:4](=[O:5])[CH:3]=[CH:2]1>O1C=CC=C1>[CH:4]12[O:6][CH:1]([CH:3]3[C:4](=[O:5])[O:6][C:1](=[O:7])[CH:2]31)[CH:2]=[CH:3]2. The yield is 170.0%. The solvent is O1C=CC=C1 (furan). The product is C12C=CC(C3C1C(=O)OC3=O)O2 (7-oxabicyclo [2.2.1]hept-2-ene-5,6-dicarboxylic acid anhydride). Procedure: Maleic anhydride (50 g) and furan (150 ml) were heated under reflux for 1 hour, and then the excess of furan was distilled off. The residue was recrystallised from chloroform, yielding 72 g of 7-oxabicyclo [2.2.1]hept-2-ene-5,6-dicarboxylic acid anhydride (m.pt. 110° C., decomp.). This anhydride (40 g) and 30.75 g of 2-hydroxyethyl acrylate were heated in 250 ml of toluene at 100° C. for 3 hours, and then the toluene was distilled off under reduced pressure, leaving the desired compound as a vis... Starting materials: C1(\C=C/C(=O)O1)=O (Maleic anhydride). Reactants: COC1=CC=C(CN2C=CC=3C2=NC=C(C3)B3OC(C(O3)(C)C)(C)C)C=C1 (1-(4-methoxybenzyl)-5-(4,4,5,5-tetramethyl-1,3,2-dioxaborolan-2-yl)-1H-pyrrolo[2,3-b]pyridine), BrC1=CC=C(CN2CCN(CC2)C)C=C1 (1-(4-bromobenzyl)-4-methylpiperazine), C(=O)([O-])[O-].[Cs+].[Cs+] (Cs2CO3). The reagents and catalysts are C=1C=CC(=CC1)[P](C=2C=CC=CC2)(C=3C=CC=CC3)[Pd]([P](C=4C=CC=CC4)(C=5C=CC=CC5)C=6C=CC=CC6)([P](C=7C=CC=CC7)(C=8C=CC=CC8)C=9C=CC=CC9)[P](C=1C=CC=CC1)(C=1C=CC=CC1)C=1C=CC=CC1 (Pd(PPh3)4). Run in C(Cl)Cl (CH2Cl2), COCCOC (DME). Run at temperature 90 celsius. Yields the product COC1=CC=C(CN2C=CC=3C2=NC=C(C3)C3=CC(=CC=C3)CN3CCN(CC3)C)C=C1 (1-(4-methoxybenzyl)-5-(3-((4-methylpiperazin-1-yl)methyl)phenyl)-1H-pyrrolo[2,3-b]pyridine). As a reaction SMILES: [CH3:1][O:2][C:3]1[CH:27]=[CH:26][C:6]([CH2:7][N:8]2[C:12]3=[N:13][CH:14]=[C:15](B4OC(C)(C)C(C)(C)O4)[CH:16]=[C:11]3[CH:10]=[CH:9]2)=[CH:5][CH:4]=1.Br[C:29]1[CH:42]=[CH:41][C:32]([CH2:33][N:34]2[CH2:39][CH2:38][N:37]([CH3:40])[CH2:36][CH2:35]2)=[CH:31][CH:30]=1.C([O-])([O-])=O.[Cs+].[Cs+]>COCCOC.C(Cl)Cl.C1C=CC([P]([Pd]([P](C2C=CC=CC=2)(C2C=CC=CC=2)C2C=CC=CC=2)([P](C2C=CC=CC=2)(C2C=CC=CC=2)C2C=CC=CC=2)[P](C2C=CC=CC=2)(C2C=CC=CC=2)C2C=CC=CC=2)(C2C=CC=CC=2)C2C=CC=CC=2)=CC=1>[CH3:1][O:2][C:3]1[CH:4]=[CH:5][C:6]([CH2:7][N:8]2[C:12]3=[N:13][CH:14]=[C:15]([C:42]4[CH:29]=[CH:30][CH:31]=[C:32]([CH2:33][N:34]5[CH2:39][CH2:38][N:37]([CH3:40])[CH2:36][CH2:35]5)[CH:41]=4)[CH:16]=[C:11]3[CH:10]=[CH:9]2)=[CH:26][CH:27]=1 |f:2.3.4,^1:61,63,82,101|. Procedure: A stirred solution of 1-(4-methoxybenzyl)-5-(4,4,5,5-tetramethyl-1,3,2-dioxaborolan-2-yl)-1H-pyrrolo[2,3-b]pyridine (147PG) (50 mg, 0.137 mmol) and 1-(4-bromobenzyl)-4-methylpiperazine (121) (37 mg, 0.137 mmol, 1.1 eq) in DME (10 mL) was degassed and purged with N2 for 10 min and Cs2CO3 (2.0 eq) was added and the reaction mixture purged and degassed again. To this reaction mixture was added Pd(PPh3)4 (0.04 eq) and the resulting reaction was heated at 90° C. for 12 hrs in sealed tube condition. A... Reactants: C(C1=CC=CC=C1)OC1=C(C=CC(=C1)C1=CN=CS1)N1CC(NS1(=O)=O)=O (5-(2-benzyloxy-4-thiazol-5-yl-phenyl)-1,1-dioxo-1,2,5-thiadiazolidin-3-one). Reagents/catalysts: [Pd] (Pd/C). Solvent: CCO (EtOH), O (water). Run at time 2.5 hour. Yields the product OC1=C(C=CC(=C1)C1=CN=CS1)N1CC(NS1(=O)=O)=O (5-(2-Hydroxy-4-thiazol-5-yl-phenyl)-1,1-dioxo-1,2,5-thiadiazolidin-3-one). RXN SMILES: C([O:8][C:9]1[CH:14]=[C:13]([C:15]2[S:19][CH:18]=[N:17][CH:16]=2)[CH:12]=[CH:11][C:10]=1[N:20]1[S:24](=[O:26])(=[O:25])[NH:23][C:22](=[O:27])[CH2:21]1)C1C=CC=CC=1>CCO.O.[Pd]>[OH:8][C:9]1[CH:14]=[C:13]([C:15]2[S:19][CH:18]=[N:17][CH:16]=2)[CH:12]=[CH:11][C:10]=1[N:20]1[S:24](=[O:26])(=[O:25])[NH:23][C:22](=[O:27])[CH2:21]1. Procedure details: To a solution of 5-(2-benzyloxy-4-thiazol-5-yl-phenyl)-1,1-dioxo-1,2,5-thiadiazolidin-3-one (87 mg, 0.217 mmol) in EtOH (2.5 mL) and water (22.5 mL) is added 10% Pd/C (100 mg) and the mixture is stirred under an atmosphere of H2 for 2.5 h. The mixture is filtered through Celite and the filtrate evaporated. The residue is purified by reverse phase HPLC (CH3CN/water/0.1% TFA) to afford the title compound as a light yellow solid: 1H NMR (CD3O4.37 (s, 1H), 7.04 (d, J=8 Hz, 1H), 7.08 (s, 1H), 7.35 (d...